Dataset: the Open Reaction Database (ORD), a public repository of structured organic reaction records. Task: describe an organic reaction: reactants, conditions, products, and yield Reactants: ClC1=NC2=CC(=CC=C2N=C1)OC (2-chloro-7-methoxy-quinoxaline), C(C)(C)(C)OC(NC1CCN(CC1)CCO)=O ([1-(2-hydroxy-ethyl)-piperidin-4-yl]-carbamic acid tert-butyl ester), O=C1NC2=C(SC1)C=CC(=N2)C(=O)O (3-oxo-3,4-dihydro-2H-pyrido[3,2-b][1,4]thiazine-6-carboxylic acid). The product is COC1=CC=C2N=CC(=NC2=C1)OCCN1CCC(CC1)NC(=O)C=1C=CC=2SCC(NC2N1)=O (3-oxo-3,4-dihydro-2H-pyrido[3,2-b][1,4]thiazine-6-carboxylic acid {1-[2-(7-methoxy-quinoxalin-2-yloxy)-ethyl]-piperidin-4-yl}-amide). RXN SMILES: Cl[C:2]1[CH:11]=[N:10][C:9]2[C:4](=[CH:5][C:6]([O:12][CH3:13])=[CH:7][CH:8]=2)[N:3]=1.C(O[C:19](=[O:30])[NH:20][CH:21]1[CH2:26][CH2:25][N:24]([CH2:27][CH2:28][OH:29])[CH2:23][CH2:22]1)(C)(C)C.[O:31]=[C:32]1[CH2:37][S:36][C:35]2[CH:38]=[CH:39][C:40](C(O)=O)=[N:41][C:34]=2[NH:33]1>>[CH3:13][O:12][C:6]1[CH:5]=[C:4]2[C:9]([N:10]=[CH:11][C:2]([O:29][CH2:28][CH2:27][N:24]3[CH2:23][CH2:22][CH:21]([NH:20][C:19]([C:40]4[CH:39]=[CH:38][C:35]5[S:36][CH2:37][C:32](=[O:31])[NH:33][C:34]=5[N:41]=4)=[O:30])[CH2:26][CH2:25]3)=[N:3]2)=[CH:8][CH:7]=1. Procedure details: The title compound is prepared as an off-white lyophilizated powder following Scheme 1 and in analogy to Example 1 using 2-chloro-7-methoxy-quinoxaline, [1-(2-hydroxy-ethyl)-piperidin-4-yl]-carbamic acid tert-butyl ester and 3-oxo-3,4-dihydro-2H-pyrido[3,2-b][1,4]thiazine-6-carboxylic acid as starting materials.